From a dataset of the Open Reaction Database (ORD), a public repository of structured organic reaction records. describe an organic reaction: reactants, conditions, products, and yield Run in CC(=O)C (acetone). Reaction SMILES: [Cl:1][C:2]1[C:11]2[C:6](=[CH:7][CH:8]=[C:9]([N:12]3[CH:16]=[N:15][CH:14]=[N:13]3)[CH:10]=2)[N:5]=[CH:4][N:3]=1.[Cl:17][C:18]1[CH:19]=[C:20]([CH:22]=[CH:23][C:24]=1[F:25])[NH2:21].C(O)(C)C>CC(C)=O>[ClH:1].[Cl:17][C:18]1[CH:19]=[C:20]([CH:22]=[CH:23][C:24]=1[F:25])[NH:21][C:2]1[C:11]2[C:6](=[CH:7][CH:8]=[C:9]([N:12]3[CH:16]=[N:15][CH:14]=[N:13]3)[CH:10]=2)[N:5]=[CH:4][N:3]=1 |f:4.5|. The yield is 69.4%. Procedure details: A mixture of 4-chloro-6-(1,2,4-triazol-1-yl)quinazoline (0.54 g), 3-chloro-4-fluoroaniline (0.34 g) and isopropanol (25 ml) was stirred and heated to reflux for 2 hours. The mixture was cooled to ambient temperature, acetone (20 ml) was added and the mixture was filtered. The solid so obtained was washed with acetone and dried to give 4-(3-chloro-4-fluoroanilino)-6-(1,2,4-triazol-1-yl)quinazoline hydrochloride salt (0.61 g), m.p. >250° C.; NMR Spectrum: (CD3SOCD3) 7.49 (t, 1H), 7.8 (m, 1H), 8.03... Product: Cl.ClC=1C=C(NC2=NC=NC3=CC=C(C=C23)N2N=CN=C2)C=CC1F (4-(3-chloro-4-fluoroanilino)-6-(1,2,4-triazol-1-yl)quinazoline hydrochloride salt). The reactants are ClC1=NC=NC2=CC=C(C=C12)N1N=CN=C1 (4-chloro-6-(1,2,4-triazol-1-yl)quinazoline), ClC=1C=C(N)C=CC1F (3-chloro-4-fluoroaniline), C(C)(C)O (isopropanol).